This data is from the Open Reaction Database (ORD), a public repository of structured organic reaction records. The task is: describe an organic reaction: reactants, conditions, products, and yield Reactants: CCCN1CC(NC(=O)COC(C)=O)CC2c3cccc4[nH]c(C)c(c34)CC21, CO, ClC(Cl)Cl, ClCCl, [K+], [OH-]. Yields the product CCCN1CC(NC(=O)CO)CC2c3cccc4[nH]c(C)c(c34)CC21. As a reaction SMILES: [CH3:1][c:2]1[c:3]2[c:17]3[c:11]([cH:12][cH:13][cH:14][c:15]3[nH:16]1)[CH:10]1[CH:5]([CH2:4]2)[N:6]([CH2:26][CH2:27][CH3:28])[CH2:7][CH:8]([NH:18][C:19]([CH2:20][O:21][C:22](=[O:23])[CH3:24])=[O:25])[CH2:9]1.[CH3:34][OH:35].[CH:36]([Cl:37])([Cl:38])[Cl:39].[Cl:31][CH2:32][Cl:33].[K+:30].[OH-:29]>>[CH3:1][c:2]1[c:3]2[c:17]3[c:11]([cH:12][cH:13][cH:14][c:15]3[nH:16]1)[CH:10]1[CH:5]([CH2:4]2)[N:6]([CH2:26][CH2:27][CH3:28])[CH2:7][CH:8]([NH:18][C:19]([CH2:20][OH:21])=[O:25])[CH2:9]1. The reactants are O=C1CCC(=O)N1Cl, NC(=O)Cn1c(=O)oc2c(F)cccc21, O=S(=O)(O)O. The product is NC(=O)Cn1c(=O)oc2c(F)c(Cl)ccc21. RXN SMILES: [Cl:1][N:2]1[C:3](=[O:4])[CH2:5][CH2:6][C:7]1=[O:8].[F:9][c:10]1[cH:11][cH:12][cH:13][c:14]2[n:15]([CH2:20][C:21](=[O:22])[NH2:23])[c:16](=[O:19])[o:17][c:18]12.[S:24](=[O:25])(=[O:26])([OH:27])[OH:28]>>[Cl:1][c:11]1[c:10]([F:9])[c:18]2[c:14]([cH:13][cH:12]1)[n:15]([CH2:20][C:21](=[O:22])[NH2:23])[c:16](=[O:19])[o:17]2. Reactants: C(C)(=O)N[C@]1(CN(C[C@@H]1CC=C)C(=O)OC(C)(C)C)C(NC(C)(C)C)=O ((3R,4S)-tert-butyl 3-acetamido-4-allyl-3-(tert-butylcarbamoyl)pyrrolidine-1-carboxylate), CC1(OBOC1(C)C)C (4,4,5,5-Tetramethyl-1,3,2-dioxaborolane). Reagents/catalysts: [Ir].ClC1=CCCC=CCC1 (chloro-1,5-cyclooctadiene iridium), C1(=CC=CC=C1)P(CCP(C1=CC=CC=C1)C1=CC=CC=C1)C1=CC=CC=C1 (1,2-bis(diphenylphosphino)ethane). Solvent: C(Cl)Cl (methylene chloride). Reaction conditions: temperature -20 celsius, time 30 minute. Product: C(C)(=O)N[C@]1(CN(C[C@@H]1CCCB1OC(C(O1)(C)C)(C)C)C(=O)OC(C)(C)C)C(NC(C)(C)C)=O ((3R,4S)-tert-butyl 3-acetamido-3-(tert-butylcarbamoyl)-4-(3-(4,4,5,5-tetramethyl-1,3,2-dioxaborolan-2-yl)propyl)pyrrolidine-1-carboxylate). Yield: 82.5%. Reaction SMILES: [C:1]([NH:4][C@:5]1([C:20](=[O:26])[NH:21][C:22]([CH3:25])([CH3:24])[CH3:23])[C@@H:9]([CH2:10][CH:11]=[CH2:12])[CH2:8][N:7]([C:13]([O:15][C:16]([CH3:19])([CH3:18])[CH3:17])=[O:14])[CH2:6]1)(=[O:3])[CH3:2].[CH3:27][C:28]1([CH3:35])[C:32]([CH3:34])([CH3:33])[O:31][BH:30][O:29]1>C(Cl)Cl.[Ir].ClC1CCC=CCCC=1.C1(P(C2C=CC=CC=2)CCP(C2C=CC=CC=2)C2C=CC=CC=2)C=CC=CC=1>[C:1]([NH:4][C@:5]1([C:20](=[O:26])[NH:21][C:22]([CH3:25])([CH3:24])[CH3:23])[C@@H:9]([CH2:10][CH2:11][CH2:12][B:30]2[O:31][C:32]([CH3:34])([CH3:33])[C:28]([CH3:35])([CH3:27])[O:29]2)[CH2:8][N:7]([C:13]([O:15][C:16]([CH3:17])([CH3:18])[CH3:19])=[O:14])[CH2:6]1)(=[O:3])[CH3:2] |f:3.4|. Procedure: A stirred solution of (3R,4S)-tert-butyl 3-acetamido-4-allyl-3-(tert-butylcarbamoyl)pyrrolidine-1-carboxylate (5.51 g, 15 mmol) in anhydrous methylene chloride (80 mL) under nitrogen was treated with chloro-1,5-cyclooctadiene iridium dimer (0.252 g, 0.375 mmol) and 1,2-bis(diphenylphosphino)ethane (0.299 g, 0.75 mmol), stirred for 30 min. and cooled (−20° C.). 4,4,5,5-Tetramethyl-1,3,2-dioxaborolane (3.30 mL, 22.5 mmol) was added dropwise, and the solution was placed in an ice bath and allowed t... Reactants: Cl.CN1C(CNCCC1)=O (hexahydro-1-methyl-2H-1,4-diazepin-2-one hydrochloride), resultant mixture, C(C)(C)(C)OC(=O)N[C@@H](CC(=O)O)CC1=C(C=CC(=C1)F)F ((3R)-3-[(tert-butoxycarbonyl)amino]-4-(2,5-difluorophenyl)butanoic acid), C(CCl)Cl (EDC), C=1C=CC2=C(C1)N=NN2O (HOBT). The solvent is C(C)N(CC)CC (triethylamine), ClCCl (dichloromethane). The product is C(C)(C)(C)OC(=O)N[C@@H](CC(=O)N1CC(N(CCC1)C)=O)CC1=C(C=CC(=C1)F)F (4-[(3R)-3-[(tert-Butoxycarbonyl)amino]-4-(2,5-difluorophenyl)butanoyl]hexahydro-1-methyl-2H-1,4-diazepin-2-one). As a reaction SMILES: [C:1]([O:5][C:6]([NH:8][C@H:9]([CH2:14][C:15]1[CH:20]=[C:19]([F:21])[CH:18]=[CH:17][C:16]=1[F:22])[CH2:10][C:11]([OH:13])=O)=[O:7])([CH3:4])([CH3:3])[CH3:2].C(Cl)CCl.C1C=CC2N(O)N=NC=2C=1.Cl.[CH3:38][N:39]1[CH2:45][CH2:44][CH2:43][NH:42][CH2:41][C:40]1=[O:46]>ClCCl.C(N(CC)CC)C>[C:1]([O:5][C:6]([NH:8][C@H:9]([CH2:14][C:15]1[CH:20]=[C:19]([F:21])[CH:18]=[CH:17][C:16]=1[F:22])[CH2:10][C:11]([N:42]1[CH2:43][CH2:44][CH2:45][N:39]([CH3:38])[C:40](=[O:46])[CH2:41]1)=[O:13])=[O:7])([CH3:2])([CH3:3])[CH3:4] |f:3.4|. Reported procedure: To a stirred mixture of (3R)-3-[(tert-butoxycarbonyl)amino]-4-(2,5-difluorophenyl)butanoic acid (40 mg), EDC (29 mg), and HOBT (21 mg) in dichloromethane was added triethylamine (0.042 mL) and hexahydro-1-methyl-2H-1,4-diazepin-2-one hydrochloride (33 mg). The resultant mixture was stirred at ambient temperature overnight and then concentrated. The residue was purified by preparative TLC (silica gel, 8% 10:1 methanol/concentrated ammonium hydroxide in dichloromethane) to yield the title compound... Starting materials: O=C1N=C(NO1)C1=C(C=CC=C1)C1=CC=C(C=C1)CN1C(=NC2=C1C(=CC=C2)C(=O)OC)CCC (methyl 1-[[2'-(2,5-dihydro-5-oxo-1,2,4-oxadiazol-3-yl)biphenyl-4-yl]methyl]-2-propylbenzimidazole-7-carboxylate), [OH-].[Na+] (NaOH), Cl (HCl). Run at temperature 60 celsius, time 1 hour. Product: O=C1N=C(NO1)C1=C(C=CC=C1)C1=CC=C(C=C1)CN1C(=NC2=C1C(=CC=C2)C(=O)O)CCC (1-[[2'-(2,5-Dihydro-5-oxo-1,2,4-oxadiazol-3-yl)biphenyl-4-yl]methyl]-2-propylbenzimidazole-7carboxylic acid). Isolated yield 80.7%. Reaction SMILES: [O:1]=[C:2]1[O:6][NH:5][C:4]([C:7]2[CH:12]=[CH:11][CH:10]=[CH:9][C:8]=2[C:13]2[CH:18]=[CH:17][C:16]([CH2:19][N:20]3[C:24]4[C:25]([C:29]([O:31]C)=[O:30])=[CH:26][CH:27]=[CH:28][C:23]=4[N:22]=[C:21]3[CH2:33][CH2:34][CH3:35])=[CH:15][CH:14]=2)=[N:3]1.[OH-].[Na+].Cl>>[O:1]=[C:2]1[O:6][NH:5][C:4]([C:7]2[CH:12]=[CH:11][CH:10]=[CH:9][C:8]=2[C:13]2[CH:18]=[CH:17][C:16]([CH2:19][N:20]3[C:24]4[C:25]([C:29]([OH:31])=[O:30])=[CH:26][CH:27]=[CH:28][C:23]=4[N:22]=[C:21]3[CH2:33][CH2:34][CH3:35])=[CH:15][CH:14]=2)=[N:3]1 |f:1.2|. Procedure: A mixture of methyl 1-[[2'-(2,5-dihydro-5-oxo-1,2,4-oxadiazol-3-yl)biphenyl-4-yl]methyl]-2-propylbenzimidazole-7-carboxylate (703 mg) in 0.3N-NaOH (12 ml) was stirred at 60° C. for one hour, and then adjusted to pH 3 with 0.1N-HCl. Resulting precipitates were extracted with a mixture of chloroform-ethanol (10:1; 150 ml). The solvent was evaporated under reduced pressure, and the residue was crystallized from methanol to give the title compound as colorless prisms (550 mg, 90%), m.p. 169°-171° C. Reactants: IC (Iodomethane), C([O-])([O-])=O.[K+].[K+] (potassium carbonate), C(C)(C)(C)OC(=O)N([C@@H](C(OC)=O)C(=O)NC)C (N2-(t-butoxycarbonyl)-N,N2,O-trimethyl-3-oxoserinamide), C(C)(C)(C)OC(=O)N([C@@H](C(OC)=O)C(=O)NC)C (N2-(t-butoxycarbonyl)-N,N2,O-trimethyl-3-oxoserinamide), IC (Iodomethane), IC (iodomethane). Run in C(C)#N (acetonitrile). Conditions: time 20 hour. Yields the product C(C)(C)(C)OC(=O)N([C@@](C(OC)=O)(C(=O)NC)C)C (N2-(t-butoxycarbonyl)-N,N2,O,2-tetramethyl-3-oxoserinamide). Isolated yield 71.2%. As a reaction SMILES: IC.[C:3](=O)([O-])[O-].[K+].[K+].[C:9]([O:13][C:14]([N:16]([CH3:26])[C@H:17]([C:22]([NH:24][CH3:25])=[O:23])[C:18](=[O:21])[O:19][CH3:20])=[O:15])([CH3:12])([CH3:11])[CH3:10]>C(#N)C>[C:9]([O:13][C:14]([N:16]([CH3:26])[C@:17]([CH3:3])([C:22]([NH:24][CH3:25])=[O:23])[C:18](=[O:21])[O:19][CH3:20])=[O:15])([CH3:11])([CH3:10])[CH3:12] |f:1.2.3|. Procedure details: Iodomethane (1.4 mL) and potassium carbonate (1.6 g) were added to an acetonitrile (5.0 mL) solution of N2-(t-butoxycarbonyl)-N,N2,O-trimethyl-3-oxoserinamide (Intermediate 4-2, 2.0 g), and the mixture was stirred for 20 hours at room temperature under closed conditions. Iodomethane (2.8 mL) was added, and the mixture was stirred for 3 days at room temperature under closed conditions. Further, iodomethane (2.8 mL) was added, and the mixture was stirred for 1 day at room temperature under closed ... Reactants: N1(CCC1)S(=O)(=O)N (azetidine-1-sulphonamide), C1(CCCCC1)P(C1=C(C=CC=C1)C1=C(C=C(C=C1C(C)C)C(C)C)C(C)C)C1CCCCC1 (2-dicyclohexylphosphino-2′,4′,6′-tri-isopropyl-1,1′-biphenyl), C([O-])([O-])=O.[Cs+].[Cs+] (cesium carbonate), ClC1=NC(=NC(=C1)O[C@H](C)[C@@H]1OC(OC1)(C)C)SCC1=C(C(=CC=C1)F)F (chloro-2-[[(2,3-difluorophenyl)methyl]thio]-6-[(1R)-1-[(4R)-2,2-dimethyl-1,3-dioxolan-4-yl]ethoxy]-pyrimidine), ClC1=NC(=NC(=C1)O[C@H](C)[C@@H]1OC(OC1)(C)C)SCC1=C(C(=CC=C1)F)F (4-Chloro-2-[(2,3-difluorophenyl)methylthio]-6-{(1R)-1-[(4R)-2,2-dimethyl-1,3-dioxolan-4-yl]ethoxy}pyrimidine), [Cl-].[NH4+] (ammonium chloride). Reagents/catalysts: C=1C=CC(=CC1)/C=C/C(=O)/C=C/C2=CC=CC=C2.C=1C=CC(=CC1)/C=C/C(=O)/C=C/C2=CC=CC=C2.C=1C=CC(=CC1)/C=C/C(=O)/C=C/C2=CC=CC=C2.[Pd].[Pd] (tris(dibenzylideneacetone)-dipalladium (0)). Run in O1CCOCC1 (dioxane). Reaction conditions: temperature 100 celsius. Product: FC1=C(C=CC=C1F)CSC1=NC(=CC(=N1)NS(=O)(=O)N1CCC1)O[C@H](C)[C@@H]1OC(OC1)(C)C (N-[2-[[(2,3-Difluorophenyl)methyl]thio]-6-[(1R)-1-[(4R)-2,2-dimethyl-1,3-dioxolan-4-yl]ethoxy]-4-pyrimidinyl]-1-azetidinesulfonamide). RXN SMILES: [N:1]1([S:5]([NH2:8])(=[O:7])=[O:6])[CH2:4][CH2:3][CH2:2]1.C1(P(C2CCCCC2)C2C=CC=CC=2C2C(C(C)C)=CC(C(C)C)=CC=2C(C)C)CCCCC1.C(=O)([O-])[O-].[Cs+].[Cs+].Cl[C:50]1[CH:55]=[C:54]([O:56][C@@H:57]([C@H:59]2[CH2:63][O:62][C:61]([CH3:65])([CH3:64])[O:60]2)[CH3:58])[N:53]=[C:52]([S:66][CH2:67][C:68]2[CH:73]=[CH:72][CH:71]=[C:70]([F:74])[C:69]=2[F:75])[N:51]=1.[Cl-].[NH4+]>O1CCOCC1.C1C=CC(/C=C/C(/C=C/C2C=CC=CC=2)=O)=CC=1.C1C=CC(/C=C/C(/C=C/C2C=CC=CC=2)=O)=CC=1.C1C=CC(/C=C/C(/C=C/C2C=CC=CC=2)=O)=CC=1.[Pd].[Pd]>[F:75][C:69]1[C:70]([F:74])=[CH:71][CH:72]=[CH:73][C:68]=1[CH2:67][S:66][C:52]1[N:51]=[C:50]([NH:8][S:5]([N:1]2[CH2:4][CH2:3][CH2:2]2)(=[O:7])=[O:6])[CH:55]=[C:54]([O:56][C@@H:57]([C@H:59]2[CH2:63][O:62][C:61]([CH3:64])([CH3:65])[O:60]2)[CH3:58])[N:53]=1 |f:2.3.4,6.7,9.10.11.12.13|. Procedure: A mixture of azetidine-1-sulphonamide (prepared according to patent WO 2004/011443, 0.20 g), tris(dibenzylideneacetone)-dipalladium (0) (33 mg), 2-dicyclohexylphosphino-2′,4′,6′-tri-isopropyl-1,1′-biphenyl (XPHOS) (17 mg), cesium carbonate (0.18 g) and 4 chloro-2-[[(2,3-difluorophenyl)methyl]thio]-6-[(1R)-1-[(4R)-2,2-dimethyl-1,3-dioxolan-4-yl]ethoxy]-pyrimidine (the product of step v) (0.15 g) in dioxane (5 mL) was heated at reflux in a microwave at 100° C., 300 W, open vessel with cooling for ...